From a dataset of the Open Reaction Database (ORD), a public repository of structured organic reaction records. describe an organic reaction: reactants, conditions, products, and yield Reactants: CCOC(C)=O, CC(C)I, [K+], [K+], O=[N+]([O-])c1c[nH]cn1, O=C([O-])[O-], CN(C)C=O. Product: CC(C)n1cnc([N+](=O)[O-])c1. As a reaction SMILES: [CH3:24][CH2:25][O:26][C:27]([CH3:28])=[O:29].[I:9][CH:10]([CH3:11])[CH3:12].[K+:13].[K+:14].[N+:1](=[O:2])([O-:3])[c:4]1[n:5][cH:6][nH:7][cH:8]1.[O-:15][C:16]([O-:17])=[O:18].[O:19]=[CH:20][N:21]([CH3:22])[CH3:23]>>[N+:1](=[O:2])([O-:3])[c:4]1[n:5][cH:6][n:7]([CH:10]([CH3:11])[CH3:12])[cH:8]1. The reactants are Cc1cc(Nc2cc3ccccc3c(=O)[nH]2)n[nH]1, O=P(Cl)(Cl)Cl. Yields the product Cc1cc(Nc2cc3ccccc3c(Cl)n2)n[nH]1. As a reaction SMILES: [CH3:1][c:2]1[cH:3][c:4]([NH:7][c:8]2[nH:9][c:10](=[O:18])[c:11]3[cH:12][cH:13][cH:14][cH:15][c:16]3[cH:17]2)[n:5][nH:6]1.[P:19]([Cl:20])([Cl:21])([Cl:22])=[O:23]>>[CH3:1][c:2]1[cH:3][c:4]([NH:7][c:8]2[n:9][c:10]([Cl:21])[c:11]3[cH:12][cH:13][cH:14][cH:15][c:16]3[cH:17]2)[n:5][nH:6]1. Reactants: S=C([S-])SCCc1ccccc1, N#CCCl, [K+], C1CCOC1. Reaction SMILES: [C:1]([S:2][CH2:3][CH2:4][c:5]1[cH:6][cH:7][cH:8][cH:9][cH:10]1)([S-:11])=[S:12].[Cl:14][CH2:15][C:16]#[N:17].[K+:13].[O:18]1[CH2:19][CH2:20][CH2:21][CH2:22]1>>[C:1]([S:2][CH2:3][CH2:4][c:5]1[cH:6][cH:7][cH:8][cH:9][cH:10]1)(=[S:11])[S:12][CH2:15][C:16]#[N:17]. The product is N#CCSC(=S)SCCc1ccccc1.